From a dataset of the Open Reaction Database (ORD), a public repository of structured organic reaction records. describe an organic reaction: reactants, conditions, products, and yield Reaction SMILES: BrCCCCCC1[O:11]N=C(C)C=1.[Br:13][C:14]1[CH:19]=[C:18]([C:20]2[O:21]CCN=2)[CH:17]=[C:16]([N+:25]([O-:27])=[O:26])[C:15]=1[OH:28].BrC1C=C(C=C([N+]([O-])=O)C=1O)C(NCCO)=O.CO.[C:48]([O:51][CH:52]([CH3:54])[CH3:53])(=[O:50])[CH3:49].OC1C=CC(C(O)=O)=CC=1[N+]([O-])=O>>[Br:13][C:14]1[C:15]([OH:28])=[C:16]([N+:25]([O-:27])=[O:26])[CH:17]=[C:18]([CH:19]=1)[C:20]([OH:21])=[O:11].[C:48]([O:51][CH:52]([CH3:54])[CH3:53])(=[O:50])[CH3:49] |f:3.4|. Reported procedure: Intermediates: 5-(5-bromopentyl)-3-methylisoxazole and 2-bromo-4-(4,5-dihydro-2-oxazolyl)-6-nitrophenol. The latter, a bright yellow solid, was prepared by cyclization of 3-bromo-4-hydroxy-N-(2-hydroxyethyl)-5-nitrobenzamide, yellow solid, m.p. 163°-164° C. (from methanol-isopropyl acetate). The latter was in turn prepared by bromination of 4-hydroxy-3-nitrobenzoic acid to form 5-bromo-4-hydroxy-3-nitrobenzoic acid, m.p. 233°-234° C. (yellow solid from isopropyl acetate), esterification to the c... Starting materials: BrC=1C=C(C(=O)NCCO)C=C(C1O)[N+](=O)[O-] (3-bromo-4-hydroxy-N-(2-hydroxyethyl)-5-nitrobenzamide), CO.C(C)(=O)OC(C)C (methanol isopropyl acetate), BrCCCCCC1=CC(=NO1)C (5-(5-bromopentyl)-3-methylisoxazole), BrC1=C(C(=CC(=C1)C=1OCCN1)[N+](=O)[O-])O (2-bromo-4-(4,5-dihydro-2-oxazolyl)-6-nitrophenol), OC1=C(C=C(C(=O)O)C=C1)[N+](=O)[O-] (4-hydroxy-3-nitrobenzoic acid). The product is BrC=1C(=C(C=C(C(=O)O)C1)[N+](=O)[O-])O (5-bromo-4-hydroxy-3-nitrobenzoic acid), C(C)(=O)OC(C)C (isopropyl acetate). Starting materials: O=[Ag-], [Li]CCCC, CCCC[Sn](Cl)(CCCC)CCCC, Ic1ccc2ncnc(Nc3ccc(OCc4ccccc4)cc3)c2c1, C1CCOC1, Cn1cncc1C1OCCO1. As a reaction SMILES: [Ag-:62]=[O:63].[CH2:12]([Li:13])[CH2:14][CH2:15][CH3:16].[CH2:17]([Sn:18]([Cl:19])([CH2:20][CH2:21][CH2:22][CH3:23])[CH2:24][CH2:25][CH2:26][CH3:27])[CH2:28][CH2:29][CH3:30].[CH2:31]([c:32]1[cH:33][cH:34][cH:35][cH:36][cH:37]1)[O:38][c:39]1[cH:40][cH:41][c:42]([NH:45][c:46]2[n:47][cH:48][n:49][c:50]3[cH:51][cH:52][c:53]([I:56])[cH:54][c:55]23)[cH:43][cH:44]1.[CH2:57]1[O:58][CH2:59][CH2:60][CH2:61]1.[CH3:1][n:2]1[cH:3][n:4][cH:5][c:6]1[CH:7]1[O:8][CH2:9][CH2:10][O:11]1>>[CH3:1][n:2]1[c:3](-[c:53]2[cH:52][cH:51][c:50]3[n:49][cH:48][n:47][c:46]([NH:45][c:42]4[cH:41][cH:40][c:39]([O:38][CH2:31][c:32]5[cH:33][cH:34][cH:35][cH:36][cH:37]5)[cH:44][cH:43]4)[c:55]3[cH:54]2)[n:4][cH:5][c:6]1[CH:7]1[O:8][CH2:9][CH2:10][O:11]1. Product: Cn1c(C2OCCO2)cnc1-c1ccc2ncnc(Nc3ccc(OCc4ccccc4)cc3)c2c1. The reactants are CCO, Clc1ccc2ncnn2n1, NCCCO. Yields the product OCCCNc1ccc2ncnn2n1. RXN SMILES: [CH3:16][CH2:17][OH:18].[Cl:1][c:2]1[cH:3][cH:4][c:5]2[n:6]([n:7]1)[n:8][cH:9][n:10]2.[NH2:11][CH2:12][CH2:13][CH2:14][OH:15]>>[c:2]1([NH:11][CH2:12][CH2:13][CH2:14][OH:15])[cH:3][cH:4][c:5]2[n:6]([n:7]1)[n:8][cH:9][n:10]2. Starting materials: FC1=C(C(=O)NC=2C(=NNC2)C2=NC3=C(N2)C=CC=C3C(=O)O)C(=CC=C1)F (2-[4-(2,6-difluoro-benzoylamino)-1H-pyrazol-3-yl]-1H-benzimidazole-4-carboxylic acid), CN1CCNCC1 (N-methylpiperazine), C(CCl)Cl (EDC), C=1C=CC2=C(C1)N=NN2O (HOBt). The solvent is CN(C)C=O (DMF). Run at time 18 hour. Product: FC1=C(C(=O)NC=2C(=NNC2)C2=NC3=C(N2)C=CC=C3C(=O)N3CCN(CC3)C)C(=CC=C1)F (2,6-difluoro-N-{3-[4-(4-methyl-piperazine-1-carbonyl)-1H-benzimidazol-2-yl]-1H-pyrazol-4-yl}-benzamide). Isolated yield 23.1%. As a reaction SMILES: [F:1][C:2]1[CH:27]=[CH:26][CH:25]=[C:24]([F:28])[C:3]=1[C:4]([NH:6][C:7]1[C:8]([C:12]2[NH:16][C:15]3[CH:17]=[CH:18][CH:19]=[C:20]([C:21](O)=[O:22])[C:14]=3[N:13]=2)=[N:9][NH:10][CH:11]=1)=[O:5].[CH3:29][N:30]1[CH2:35][CH2:34][NH:33][CH2:32][CH2:31]1.C(Cl)CCl.C1C=CC2N(O)N=NC=2C=1>CN(C=O)C>[F:1][C:2]1[CH:27]=[CH:26][CH:25]=[C:24]([F:28])[C:3]=1[C:4]([NH:6][C:7]1[C:8]([C:12]2[NH:16][C:15]3[CH:17]=[CH:18][CH:19]=[C:20]([C:21]([N:33]4[CH2:34][CH2:35][N:30]([CH3:29])[CH2:31][CH2:32]4)=[O:22])[C:14]=3[N:13]=2)=[N:9][NH:10][CH:11]=1)=[O:5]. Procedure details: A mixture of 2-[4-(2,6-difluoro-benzoylamino)-1H-pyrazol-3-yl]-1H-benzimidazole-4-carboxylic acid (50 mg, 0.13 mmol), N-methylpiperazine (20 μl, 0.18 mmol), EDC (30 mg, 0.15 mmol) and HOBt (22 mg, 0.15 mmol) in DMF (5 ml) was stirred at ambient temperature for 18 h. The mixture was reduced in vacuo and the residue purified by flash column chromatography [SiO2, CH2Cl2/MeOH (95:5, 90:10)] to give 2,6-difluoro-N-{3-[4-(4-methyl-piperazine-1-carbonyl)-1H-benzimidazol-2-yl]-1H-pyrazol-4-yl}-benzamide...